The task is: describe an organic reaction: reactants, conditions, products, and yield. This data is from the Open Reaction Database (ORD), a public repository of structured organic reaction records. The reactants are FC(C=1C=C(C=CC1)NN)(F)F (3-Trifluoromethylphenyl hydrazine), NC(=CC#N)C (3-amino-2-butene nitrile), Cl (HCl). The product is Cl.NC1=CC(=NN1C1=CC(=CC=C1)C(F)(F)F)C (5-Amino-1(3-trifluoromethylphenyl)-3-methylpyrazole hydrochloride). As a reaction SMILES: [F:1][C:2]([F:12])([F:11])[C:3]1[CH:4]=[C:5]([NH:9][NH2:10])[CH:6]=[CH:7][CH:8]=1.N[C:14]([CH3:18])=[CH:15][C:16]#[N:17].[ClH:19]>>[ClH:19].[NH2:17][C:16]1[N:9]([C:5]2[CH:6]=[CH:7][CH:8]=[C:3]([C:2]([F:11])([F:12])[F:1])[CH:4]=2)[N:10]=[C:14]([CH3:18])[CH:15]=1 |f:3.4|. Procedure details: 3-Trifluoromethylphenyl hydrazine (Tetrahedron, 1960, 69) (25.0 g.) was reacted with 3-amino-2-butene nitrile (12.7 g.) as described in Example XLIII to give 36.1 g. product as HCl salt, mp 222°-226°.